Dataset: the Open Reaction Database (ORD), a public repository of structured organic reaction records. Task: describe an organic reaction: reactants, conditions, products, and yield Reported procedure: The title compound was prepared by Method A using 4-acetylpyridine (2.50 g, 20.63 mmol), lithium bis(trimethylsilyl)amide (5.17 g, 30.94 mmol), chlorotrimethylsilane (3.92 mL, 30.94 mmol), THF (200 mL), and diethyl ester of [(2-phenylethyl)thio]-propanedioic acid (1.00 g, 3.37 mmol). m.p. dec. 149-152° C.; 1H NMR (400 MHz, DMSO-d6) δ2.78 (t, 2 H), 3.04 (t, 2 H), 6.98 (s, 1 H), 7.20 (m, 5 H), 7.74 (d, 2 H), 8.74 (d, 2 H). The reactants are C(C)(=O)C1=CC=NC=C1 (4-acetylpyridine), C[Si](C)(C)[N-][Si](C)(C)C.[Li+] (lithium bis(trimethylsilyl)amide), Cl[Si](C)(C)C (chlorotrimethylsilane), diethyl ester, C1(=CC=CC=C1)CCSC(C(=O)O)C(=O)O ([(2-phenylethyl)thio]-propanedioic acid). As a reaction SMILES: [C:1]([C:4]1[CH:9]=[CH:8][N:7]=[CH:6][CH:5]=1)(=[O:3])[CH3:2].C[Si]([N-][Si](C)(C)C)(C)C.[Li+].Cl[Si](C)(C)C.[C:25]1([CH2:31][CH2:32][S:33][CH:34]([C:38](O)=[O:39])[C:35](O)=[O:36])[CH:30]=[CH:29][CH:28]=[CH:27][CH:26]=1>C1COCC1>[OH:39][C:38]1[CH:2]=[C:1]([C:4]2[CH:9]=[CH:8][N:7]=[CH:6][CH:5]=2)[O:3][C:35](=[O:36])[C:34]=1[S:33][CH2:32][CH2:31][C:25]1[CH:26]=[CH:27][CH:28]=[CH:29][CH:30]=1 |f:1.2|. Yields the product OC1=C(C(OC(=C1)C1=CC=NC=C1)=O)SCCC1=CC=CC=C1 (4-Hydroxy-3-[(2-phenylethyl)thio]-6-(4-pyridinyl)-2H-pyran-2-one). Solvent: C1CCOC1 (THF). The reactants are COC(=O)CCC(=NOCc1cc(OC)c(OCc2nc(-c3ccccc3)oc2C)c(OC)c1)c1ccccc1, CO, Cl, [Na+], C1CCOC1, [OH-], O. The product is COc1cc(CON=C(CCC(=O)O)c2ccccc2)cc(OC)c1OCc1nc(-c2ccccc2)oc1C. RXN SMILES: [CH3:1][O:2][c:3]1[cH:4][c:5]([CH2:6][O:7][N:8]=[C:9]([CH2:10][CH2:11][C:12](=[O:13])[O:14][CH3:15])[c:16]2[cH:17][cH:18][cH:19][cH:20][cH:21]2)[cH:22][c:23]([O:39][CH3:40])[c:24]1[O:25][CH2:26][c:27]1[n:28][c:29](-[c:33]2[cH:34][cH:35][cH:36][cH:37][cH:38]2)[o:30][c:31]1[CH3:32].[CH3:41][OH:42].[ClH:45].[Na+:44].[O:47]1[CH2:48][CH2:49][CH2:50][CH2:51]1.[OH-:43].[OH2:46]>>[CH3:1][O:2][c:3]1[cH:4][c:5]([CH2:6][O:7][N:8]=[C:9]([CH2:10][CH2:11][C:12](=[O:13])[OH:14])[c:16]2[cH:17][cH:18][cH:19][cH:20][cH:21]2)[cH:22][c:23]([O:39][CH3:40])[c:24]1[O:25][CH2:26][c:27]1[n:28][c:29](-[c:33]2[cH:34][cH:35][cH:36][cH:37][cH:38]2)[o:30][c:31]1[CH3:32]. The reactants are C1CCOC1, CCCc1cccs1, C[Sn](C)(C)Cl, [Li]CCCC. Yields the product CCCc1ccc([Sn](C)(C)C)s1. Reaction SMILES: [CH2:19]1[O:20][CH2:21][CH2:22][CH2:23]1.[CH2:1]([CH2:2][CH3:3])[c:4]1[s:5][cH:6][cH:7][cH:8]1.[CH3:14][Sn:15]([CH3:16])([CH3:17])[Cl:18].[CH3:9][CH2:10][CH2:11][CH2:12][Li:13]>>[CH2:1]([CH2:2][CH3:3])[c:4]1[s:5][c:6]([Sn:15]([CH3:14])([CH3:16])[CH3:17])[cH:7][cH:8]1.